Dataset: the Open Reaction Database (ORD), a public repository of structured organic reaction records. Task: describe an organic reaction: reactants, conditions, products, and yield Reactants: [Br-].C(CCCCCC)[P+](C1=CC=CC=C1)(C1=CC=CC=C1)C1=CC=CC=C1 (heptyltriphenylphosphonium bromide), CC1(OCCO1)C1(CC1)C=O (1-(2-Methyl-1,3-dioxolan-2-yl)cyclopropanecarbaldehyde). Product: CC1(OCCO1)C1(CC1)\C=C/CCCCCC ((Z)-2-Methyl-2-[1-(1-octenyl)cyclopropyl]-1,3-dioxolan). RXN SMILES: [Br-].[CH2:2]([P+](C1C=CC=CC=1)(C1C=CC=CC=1)C1C=CC=CC=1)[CH2:3][CH2:4][CH2:5][CH2:6][CH2:7][CH3:8].[CH3:28][C:29]1([C:34]2([CH:37]=O)[CH2:36][CH2:35]2)[O:33][CH2:32][CH2:31][O:30]1>>[CH3:28][C:29]1([C:34]2(/[CH:37]=[CH:2]\[CH2:3][CH2:4][CH2:5][CH2:6][CH2:7][CH3:8])[CH2:36][CH2:35]2)[O:33][CH2:32][CH2:31][O:30]1 |f:0.1|. Procedure details: 4.87 g of heptyltriphenylphosphonium bromide and 1.25 g of aldehyde 7 are reacted analogously to 193., and 978 mg of title substance 206 is obtained as a colorless oil (only Z-isomer). Reactants: dinitro, ClCC1CN(C=2C=C(C3=C(C12)C=CC=C3)[N+](=O)[O-])C(=O)C=3NC1=CC=C(C=C1C3)[N+](=O)[O-] (1-(chloromethyl)-5-nitro-3-[(5-nitroindol-2-yl)carbonyl]-1,2-dihydro-3H-benz[e]indole). Reagents/catalysts: O=[Pt]=O (PtO2). Run in C1CCOC1 (THF). The product is NC=1C2=C(C=3C(CN(C3C1)C(=O)C=1NC3=CC=C(C=C3C1)N)CCl)C=CC=C2 (5-amino-3-[(5-aminoindol-2-yl)carbonyl]-1-(chloromethyl)-1,2-dihydro-3H-benz[e]indole). Isolated yield 91.6%. Reaction SMILES: [Cl:1][CH2:2][CH:3]1[C:11]2[C:10]3[CH:12]=[CH:13][CH:14]=[CH:15][C:9]=3[C:8]([N+:16]([O-])=O)=[CH:7][C:6]=2[N:5]([C:19]([C:21]2[NH:22][C:23]3[C:28]([CH:29]=2)=[CH:27][C:26]([N+:30]([O-])=O)=[CH:25][CH:24]=3)=[O:20])[CH2:4]1>C1COCC1.O=[Pt]=O>[NH2:16][C:8]1[C:9]2[CH:15]=[CH:14][CH:13]=[CH:12][C:10]=2[C:11]2[CH:3]([CH2:2][Cl:1])[CH2:4][N:5]([C:19]([C:21]3[NH:22][C:23]4[C:28]([CH:29]=3)=[CH:27][C:26]([NH2:30])=[CH:25][CH:24]=4)=[O:20])[C:6]=2[CH:7]=1. Reported procedure: A solution of the preceding dinitro compound 14b (170 mg, 0.38 mmol) in THF (120 mL) was hydrogenated over PtO2 at 50 psi for 2 h. After removal of the catalyst, the solution was concentrated to a small volume under reduced pressure below 25° C. and diluted with iPr2O to give 15b (136 mg, 92%), mp >300° C. 1H NMR [(CD3)2SO] δ 11.23 (d, J=1.4 Hz, 1 H, NH), 8.07 (d, J=8.4 Hz, 1 H, H-6), 7.75 (d, J=8.2 Hz, 1 H, H-9), 7.70 (s, 1 H, H-4), 7.45 (t, J=7.5 Hz, 1 H, H-8), 7.27 (t, J=7.7 Hz, 1 H, H-7), 7....